From a dataset of the Open Reaction Database (ORD), a public repository of structured organic reaction records. describe an organic reaction: reactants, conditions, products, and yield Starting materials: OC1(CC(CCC1)C(F)(F)F)CNC(=O)C=1C=2C=CC(=NC2C=CC1Cl)Cl (2,6-dichloro-quinoline-5-carboxylic acid (1-hydroxy-3-trifluoromethyl-cyclohexylmethyl)-amide), CCN(C(C)C)C(C)C (DIPEA), CN(C1CNCC1)C (3-dimethylamino-pyrrolidine). Product: OC1(CC(CCC1)C(F)(F)F)CNC(=O)C=1C=2C=CC(=NC2C=CC1Cl)N1CC(CC1)N(C)C (6-Chloro-2-(3-dimethylamino-pyrrolidin-1-yl)-quinoline-5-carboxylic acid (1-hydroxy-3-trifluoromethyl-cyclohexylmethyl)-amide). As a reaction SMILES: [OH:1][C:2]1([CH2:12][NH:13][C:14]([C:16]2[C:17]3[CH:18]=[CH:19][C:20](Cl)=[N:21][C:22]=3[CH:23]=[CH:24][C:25]=2[Cl:26])=[O:15])[CH2:7][CH2:6][CH2:5][CH:4]([C:8]([F:11])([F:10])[F:9])[CH2:3]1.CCN(C(C)C)C(C)C.[CH3:37][N:38]([CH3:44])[CH:39]1[CH2:43][CH2:42][NH:41][CH2:40]1>>[OH:1][C:2]1([CH2:12][NH:13][C:14]([C:16]2[C:17]3[CH:18]=[CH:19][C:20]([N:41]4[CH2:42][CH2:43][CH:39]([N:38]([CH3:44])[CH3:37])[CH2:40]4)=[N:21][C:22]=3[CH:23]=[CH:24][C:25]=2[Cl:26])=[O:15])[CH2:7][CH2:6][CH2:5][CH:4]([C:8]([F:9])([F:10])[F:11])[CH2:3]1. Procedure details: The title compound was synthesized according to the procedure described in example 1 using 2,6-dichloro-quinoline-5-carboxylic acid (1-hydroxy-3-trifluoromethyl-cyclohexylmethyl)-amide, DIPEA and 3-dimethylamino-pyrrolidine. 1H NMR (400 MHz, DMSO-d6) δ ppm 8.75 (1H), 7.85 (m, 1H), 7.58 (2H), 7.05 (1H), 4.76 (s, 1H), 3.83 (t, 1H), 3.75 (m, 2H), 3.46 (m, 2H), 3.26 (m, 2H), 2.84 (m, 1H), 2.22 (s, 6H), 2.12 (m, 2H), 1.85-1.72 (m, 4H), 1.27 (t, 1H), 1.07 (t, 1H), 0.83 (d, 3H). m/z: 499 [M+H] Starting materials: CCOC(=O)CBr, CC(C)=O, [N-]=[N+]=[N-], [Na+], O. Product: CCOC(=O)CN=[N+]=[N-]. Reaction SMILES: [Br:9][CH2:10][C:11](=[O:12])[O:13][CH2:14][CH3:15].[CH3:1][C:2](=[O:3])[CH3:4].[N-:6]=[N+:7]=[N-:8].[Na+:5].[OH2:16]>>[N:6](=[N+:7]=[N-:8])[CH2:10][C:11](=[O:12])[O:13][CH2:14][CH3:15]. Reactants: CCOC(=O)Cc1ccc(C#Cc2ccc3c(c2)C(C)(C)CCC3N(C)C2CC2)cc1F, CO, [Li+], [OH-], O, O. The product is CN(C1CC1)C1CCC(C)(C)c2cc(C#Cc3ccc(CC(=O)O)c(F)c3)ccc21. Reaction SMILES: [CH2:1]([CH3:2])[O:3][C:4]([CH2:5][c:6]1[c:7]([F:31])[cH:8][c:9]([C:12]#[C:13][c:14]2[cH:15][c:16]3[c:21]([cH:22][cH:23]2)[CH:20]([N:24]([CH3:25])[CH:26]2[CH2:27][CH2:28]2)[CH2:19][CH2:18][C:17]3([CH3:29])[CH3:30])[cH:10][cH:11]1)=[O:32].[CH3:33][OH:34].[Li+:37].[OH-:36].[OH2:35].[OH2:38]>>[O:3]=[C:4]([CH2:5][c:6]1[c:7]([F:31])[cH:8][c:9]([C:12]#[C:13][c:14]2[cH:15][c:16]3[c:21]([cH:22][cH:23]2)[CH:20]([N:24]([CH3:25])[CH:26]2[CH2:27][CH2:28]2)[CH2:19][CH2:18][C:17]3([CH3:29])[CH3:30])[cH:10][cH:11]1)[OH:32]. The product is CCCc1cc(F)cc(CC(NC(C)=O)C(O)C2COC(OCC(C)(C)C)C(C)N2C(=O)OC(C)(C)C)c1. The reactants are [Br-], CC(=O)NC(Cc1cc(F)cc(Br)c1)C(O)C1COC(OCC(C)(C)C)C(C)N1C(=O)OC(C)(C)C, CCC[Zn+], Cl[Pd]Cl, C1CCOC1. Reaction SMILES: [Br-:1].[C:6]([CH3:7])([CH3:8])([CH3:9])[O:10][C:11](=[O:12])[N:13]1[CH:14]([CH3:41])[CH:15]([O:35][CH2:36][C:37]([CH3:38])([CH3:39])[CH3:40])[O:16][CH2:17][CH:18]1[CH:19]([CH:20]([CH2:21][c:22]1[cH:23][c:24]([Br:29])[cH:25][c:26]([F:28])[cH:27]1)[NH:30][C:31]([CH3:32])=[O:33])[OH:34].[CH2:2]([CH2:3][CH3:4])[Zn+:5].[Cl:47][Pd:48][Cl:49].[O:42]1[CH2:43][CH2:44][CH2:45][CH2:46]1>>[CH2:2]([CH2:3][CH3:4])[c:24]1[cH:23][c:22]([CH2:21][CH:20]([CH:19]([CH:18]2[N:13]([C:11]([O:10][C:6]([CH3:7])([CH3:8])[CH3:9])=[O:12])[CH:14]([CH3:41])[CH:15]([O:35][CH2:36][C:37]([CH3:38])([CH3:39])[CH3:40])[O:16][CH2:17]2)[OH:34])[NH:30][C:31]([CH3:32])=[O:33])[cH:27][c:26]([F:28])[cH:25]1. The reactants are ClC1=CC=C(CN2C(CNC(C2)C)C)C=C1 (4-chlorobenzyl-2,5-dimethylpiperazine), [OH-].[K+] (potassium hydroxide), CS(=O)C (dimethyl sulfoxide), BrCCCCl (1-bromo-3-chloropropane). The solvent is O (water). Reaction conditions: time 3 hour. Product: ClC1=CC=C(CN2C(CN(C(C2)C)CCCCl)C)C=C1 (1-(4-chlorobenzyl)-2,5-dimethyl-4-(3-chloropropyl)piperazine). Isolated yield 58.0%. Reaction SMILES: Br[CH2:2][CH2:3][CH2:4][Cl:5].[Cl:6][C:7]1[CH:21]=[CH:20][C:10]([CH2:11][N:12]2[CH2:17][CH:16]([CH3:18])[NH:15][CH2:14][CH:13]2[CH3:19])=[CH:9][CH:8]=1.[OH-].[K+].CS(C)=O>O>[Cl:6][C:7]1[CH:21]=[CH:20][C:10]([CH2:11][N:12]2[CH2:17][CH:16]([CH3:18])[N:15]([CH2:2][CH2:3][CH2:4][Cl:5])[CH2:14][CH:13]2[CH3:19])=[CH:9][CH:8]=1 |f:2.3|. Procedure: 22.0 g g of 1-bromo-3-chloropropane were added to a mixture of 33.0 g of 4-chlorobenzyl-2,5-dimethylpiperazine, 25.0 g of potassium hydroxide and 125 ml of dimethyl sulfoxide. After stirring the solution for 3 hours at room temperature, water was added, the product was extracted with ether, and the extract was dried (magnesium sulfate) and concentrated to give 25.8 g (58% of theory) of 1-(4-chlorobenzyl)-2,5-dimethyl-4-(3-chloropropyl)piperazine as an oil, suitable for use in the next reaction. Starting materials: Nc1cccc2cc(Br)cnc12, CCCCO, CN(CCCl)CCCl, ClCCl, Cl, [Na+], [Na+], O=C([O-])[O-]. Product: CN1CCN(c2cccc3cc(Br)cnc23)CC1. Reaction SMILES: [Br:16][c:17]1[cH:18][n:19][c:20]2[c:21]([NH2:27])[cH:22][cH:23][cH:24][c:25]2[cH:26]1.[CH2:28]([OH:29])[CH2:30][CH2:31][CH3:32].[Cl:2][CH2:3][CH2:4][N:5]([CH3:6])[CH2:7][CH2:8][Cl:9].[Cl:33][CH2:34][Cl:35].[ClH:1].[Na+:10].[Na+:11].[O-:12][C:13](=[O:14])[O-:15]>>[CH2:3]1[CH2:4][N:5]([CH3:6])[CH2:7][CH2:8][N:27]1[c:21]1[c:20]2[n:19][cH:18][c:17]([Br:16])[cH:26][c:25]2[cH:24][cH:23][cH:22]1.